From a dataset of the Open Reaction Database (ORD), a public repository of structured organic reaction records. describe an organic reaction: reactants, conditions, products, and yield The reactants are CN(C)C=O, O=C(CCCCl)c1ccc(F)cc1, Cl, Cc1ccc(F)cc1C1CCC(N)CC1, [H-], [I-], [K+], [K], [Na+]. Yields the product Cl, Cl, Cc1ccc(F)cc1C1CCC(NCCCC(=O)c2ccc(F)cc2)CC1. Reaction SMILES: [CH3:35][N:36]([CH3:37])[CH:38]=[O:39].[Cl:22][CH2:23][CH2:24][CH2:25][C:26](=[O:27])[c:28]1[cH:29][cH:30][c:31]([F:34])[cH:32][cH:33]1.[ClH:1].[F:2][c:3]1[cH:4][c:5]([CH:10]2[CH2:11][CH2:12][CH:13]([NH2:16])[CH2:14][CH2:15]2)[c:6]([CH3:9])[cH:7][cH:8]1.[H-:17].[I-:21].[K+:20].[K:19].[Na+:18]>>[ClH:1].[ClH:22].[F:2][c:3]1[cH:4][c:5]([CH:10]2[CH2:11][CH2:12][CH:13]([NH:16][CH2:23][CH2:24][CH2:25][C:26](=[O:27])[c:28]3[cH:29][cH:30][c:31]([F:34])[cH:32][cH:33]3)[CH2:14][CH2:15]2)[c:6]([CH3:9])[cH:7][cH:8]1. Reactants: C([O-])([O-])=O.[K+].[K+] (potassium carbonate), C(CC1=CC=CC=C1)N1C[C@@H]2[C@H](CCC1)CCN2 ((3aR,8aS)-7-Phenethyl-decahydro-pyrrolo[2,3-c]azepine), C(C1=CC=CC=C1)OC(=O)Cl (benzylchloroformate). Solvent: O (water), C(C)(=O)OCC (ethyl acetate). Conditions: temperature 0 celsius, time 3 hour. The product is C(C1=CC=CC=C1)OC(=O)N1CC[C@@H]2[C@H]1CN(CCC2)CCC2=CC=CC=C2 ((3aR,8aS)-7-Phenethyl-octahydro-pyrrolo[2,3-c]azepine-1-carboxylic acid benzyl ester). RXN SMILES: [CH2:1]([N:9]1[CH2:15][CH2:14][CH2:13][C@@H:12]2[CH2:16][CH2:17][NH:18][C@@H:11]2[CH2:10]1)[CH2:2][C:3]1[CH:8]=[CH:7][CH:6]=[CH:5][CH:4]=1.C(=O)([O-])[O-].[K+].[K+].[CH2:25]([O:32][C:33](Cl)=[O:34])[C:26]1[CH:31]=[CH:30][CH:29]=[CH:28][CH:27]=1>C(OCC)(=O)C.O>[CH2:25]([O:32][C:33]([N:18]1[C@@H:11]2[CH2:10][N:9]([CH2:1][CH2:2][C:3]3[CH:4]=[CH:5][CH:6]=[CH:7][CH:8]=3)[CH2:15][CH2:14][CH2:13][C@@H:12]2[CH2:16][CH2:17]1)=[O:34])[C:26]1[CH:31]=[CH:30][CH:29]=[CH:28][CH:27]=1 |f:1.2.3|. Procedure: To a suspension of (3aR,8aS)-7-Phenethyl-decahydro-pyrrolo[2,3-c]azepine (4.0 g, 16.37 mmol) (Reference: PCT Int. Appl., 2005097791, 20 Oct. 2005) in ethyl acetate (100 mL) was added a solution of potassium carbonate (6.79 g, 49.1 mmol, 3.0 eq) in water (100 mL). The biphasic solution was cooled to 0° C. then benzylchloroformate (2.80 mL, 19.64 mmol, 1.2 eq) added dropwise. The resulting mixture was stirred for 3 hr at 23° C. The mixture was partitioned and the aqueous layer extracted with Ethyl...